The task is: describe an organic reaction: reactants, conditions, products, and yield. This data is from the Open Reaction Database (ORD), a public repository of structured organic reaction records. Starting materials: ClC1=CC(=C(C=C1C=1C(N(C2=CC(=NC=C2C1)Cl)CC)=O)NC(=O)NC1=CC(=CC(=C1)F)F)F (1-(4-chloro-5-(7-chloro-1-ethyl-2-oxo-1,2-dihydro-1,6-naphthyridin-3-yl)-2-fluorophenyl)-3-(3,5-difluorophenyl)urea), CC1(C2=C(C(=CC=C2)P(C3=CC=CC=C3)C4=CC=CC=C4)OC5=C(C=CC=C51)P(C6=CC=CC=C6)C7=CC=CC=C7)C (Xantphos), C(=O)([O-])[O-].[Cs+].[Cs+] (Cs2CO3), C(C)(=O)N (acetamide). Reagents/catalysts: C=1C=CC(=CC1)/C=C/C(=O)/C=C/C2=CC=CC=C2.C=1C=CC(=CC1)/C=C/C(=O)/C=C/C2=CC=CC=C2.C=1C=CC(=CC1)/C=C/C(=O)/C=C/C2=CC=CC=C2.[Pd].[Pd] (Pd2(dba)3). Run in O1CCOCC1 (dioxane), C1CCOC1 (THF). Conditions: temperature 100 celsius. The product is ClC1=C(C=C(C(=C1)F)NC(=O)NC1=CC(=CC(=C1)F)F)C=1C(N(C2=CC(=NC=C2C1)NC(C)=O)CC)=O (N-(3-(2-chloro-5-(3-(3,5-difluorophenyl)ureido)-4-fluorophenyl)-1-ethyl-2-oxo-1,2-dihydro-1,6-naphthyridin-7-yl)acetamide). The yield is 4.8%. Reaction SMILES: [Cl:1][C:2]1[C:7]([C:8]2[C:9](=[O:21])[N:10]([CH2:19][CH3:20])[C:11]3[C:16]([CH:17]=2)=[CH:15][N:14]=[C:13](Cl)[CH:12]=3)=[CH:6][C:5]([NH:22][C:23]([NH:25][C:26]2[CH:31]=[C:30]([F:32])[CH:29]=[C:28]([F:33])[CH:27]=2)=[O:24])=[C:4]([F:34])[CH:3]=1.CC1(C)C2C(=C(P(C3C=CC=CC=3)C3C=CC=CC=3)C=CC=2)OC2C(P(C3C=CC=CC=3)C3C=CC=CC=3)=CC=CC1=2.C([O-])([O-])=O.[Cs+].[Cs+].[C:83]([NH2:86])(=[O:85])[CH3:84]>O1CCOCC1.C1C=CC(/C=C/C(/C=C/C2C=CC=CC=2)=O)=CC=1.C1C=CC(/C=C/C(/C=C/C2C=CC=CC=2)=O)=CC=1.C1C=CC(/C=C/C(/C=C/C2C=CC=CC=2)=O)=CC=1.[Pd].[Pd].C1COCC1>[Cl:1][C:2]1[CH:3]=[C:4]([F:34])[C:5]([NH:22][C:23]([NH:25][C:26]2[CH:27]=[C:28]([F:33])[CH:29]=[C:30]([F:32])[CH:31]=2)=[O:24])=[CH:6][C:7]=1[C:8]1[C:9](=[O:21])[N:10]([CH2:19][CH3:20])[C:11]2[C:16]([CH:17]=1)=[CH:15][N:14]=[C:13]([NH:86][C:83](=[O:85])[CH3:84])[CH:12]=2 |f:2.3.4,7.8.9.10.11|. Procedure: A mixture of 1-(4-chloro-5-(7-chloro-1-ethyl-2-oxo-1,2-dihydro-1,6-naphthyridin-3-yl)-2-fluorophenyl)-3-(3,5-difluorophenyl)urea (178 mg, 0.351 mmol), Xantphos (20.30 mg, 0.035 mmol), Cs2CO3 (229 mg, 0.702 mmol) and acetamide (104 mg, 1.754 mmol) in dioxane (3.5 mL) was sparged with Ar for 10 min, treated with Pd2(dba)3 (16.07 mg, 0.018 mmol) and heated at 100° C. overnight. The mixture was cooled to RT, treated with THF, the solids removed via filtration through diatomaceous earth and rinsed we...